Dataset: the Open Reaction Database (ORD), a public repository of structured organic reaction records. Task: describe an organic reaction: reactants, conditions, products, and yield As a reaction SMILES: [CH3:1][O:2][c:3]1[cH:4][cH:5][c:6]([C:8](=[O:9])[OH:10])[s:7]1.[CH3:23][OH:24].[Na+:20].[Na+:22].[O-:16][C:17]([OH:18])=[O:19].[OH-:21].[S:11](=[O:12])(=[O:13])([OH:14])[OH:15]>>[CH3:1][O:2][c:3]1[cH:4][cH:5][c:6]([C:8](=[O:9])[O:10][CH3:17])[s:7]1. The reactants are COc1ccc(C(=O)O)s1, CO, [Na+], [Na+], O=C([O-])O, [OH-], O=S(=O)(O)O. Yields the product COC(=O)c1ccc(OC)s1. The reactants are Example 1, [H-].[Na+] (Sodium hydride), C(CCCO)O (1,4-butanediol), CS(=O)(=O)OCCCOCCCCCCCCCCCCCCCCCC (3-(octadecyloxy)propyl methanesulfonate), O (water). Solvent: CS(=O)C (dimethyl sulfoxide), CS(=O)C (dimethyl sulfoxide). Run at temperature 70 celsius, time 1 hour. The product is C(CCCCCCCCCCCCCCCCC)OCCCOCCCCO (4-[3-(octadecyloxy)propoxy]butanol). RXN SMILES: [H-].[Na+].[CH2:3]([OH:8])[CH2:4][CH2:5][CH2:6][OH:7].CS(O[CH2:14][CH2:15][CH2:16][O:17][CH2:18][CH2:19][CH2:20][CH2:21][CH2:22][CH2:23][CH2:24][CH2:25][CH2:26][CH2:27][CH2:28][CH2:29][CH2:30][CH2:31][CH2:32][CH2:33][CH2:34][CH3:35])(=O)=O.O>CS(C)=O>[CH2:18]([O:17][CH2:16][CH2:15][CH2:14][O:7][CH2:6][CH2:5][CH2:4][CH2:3][OH:8])[CH2:19][CH2:20][CH2:21][CH2:22][CH2:23][CH2:24][CH2:25][CH2:26][CH2:27][CH2:28][CH2:29][CH2:30][CH2:31][CH2:32][CH2:33][CH2:34][CH3:35] |f:0.1|. Reported procedure: Sodium hydride (1.2 g) is heated at 70° C. for 10 minutes in dimethyl sulfoxide (50 ml), to which is added 1,4-butanediol (4.5 g). The mixture is heated for one further hour. To this reaction mixture is added dropwise a solution of 3-(octadecyloxy)propyl methanesulfonate obtained in Reference Example 1 (4.06 g) in dimethyl sulfoxide (15 ml), and the mixture is stirred at 70° C. for one hour. The reaction mixture is poured into cold water, and the mixture is subjected to extraction with a mixture... Reactants: [H-].[Na+] (sodium hydride), CI (methyl iodide), C1(=CC=CC=C1)CC(=O)OC (methyl phenylacetate), C(=O)OC (methyl formate). Run in CN(C=O)C (dimethylformamide), O1CCCC1 (tetrahydrofuran), CCCCCC (hexane), CO (methanol), O (water). Run at temperature 5 celsius, time 18 hour. The product is COC=C(C(=O)OC)C1=CC=CC=C1 (3-Methoxy-2-phenyl-propenoic acid, methyl ester). Reaction SMILES: [H-].[Na+].[C:3]1([CH2:9][C:10]([O:12][CH3:13])=[O:11])[CH:8]=[CH:7][CH:6]=[CH:5][CH:4]=1.[CH:14]([O:16][CH3:17])=O.CI>CN(C)C=O.O.CO.O1CCCC1.CCCCCC>[CH3:14][O:16][CH:17]=[C:9]([C:3]1[CH:8]=[CH:7][CH:6]=[CH:5][CH:4]=1)[C:10]([O:12][CH3:13])=[O:11] |f:0.1|. Procedure details: Combine hexane washed sodium hydride (24 g, 60% in oil, 580 mmol) and tetrahydrofuran (400mL). Cool to about 5° C. Simultaneously, add dropwise methyl phenylacetate (40 g, 270 mmol) and the methyl formate (35 g, 580 mmol). Add methanol (0.5 mL). Warm to ambient temperature. After 18 hours, pass nitrogen gas over the reaction mixture to remove the solvent to give a residue. Dissolve the residue in dimethylformamide (400 mL) and cool to about 5° C. Slowly add methyl iodide (76 g, 540 mmol). After ... Starting materials: Nc1ncnc2c1nc(CO)n2CCc1ccccc1, ClCCl, BrP(Br)Br. Yields the product Nc1ncnc2c1nc(CBr)n2CCc1ccccc1. As a reaction SMILES: [CH2:1]([CH2:2][c:3]1[cH:4][cH:5][cH:6][cH:7][cH:8]1)[n:9]1[c:10]2[n:11][cH:12][n:13][c:14]([NH2:20])[c:15]2[n:16][c:17]1[CH2:18][OH:19].[CH2:25]([Cl:26])[Cl:27].[P:21]([Br:22])([Br:23])[Br:24]>>[CH2:1]([CH2:2][c:3]1[cH:4][cH:5][cH:6][cH:7][cH:8]1)[n:9]1[c:10]2[n:11][cH:12][n:13][c:14]([NH2:20])[c:15]2[n:16][c:17]1[CH2:18][Br:22]. Reactants: CCCCN1C(=CC(=O)c2cc(Cl)ccc2NC(=O)OCC)SC(C)=C1C, C1CCOC1, [H-], CI, [Na+]. Product: CCCCN1C(=CC(=O)c2cc(Cl)ccc2N(C)C(=O)OCC)SC(C)=C1C. Reaction SMILES: [CH2:1]([CH2:2][CH2:3][CH3:4])[N:5]1[C:6](=[CH:12][C:13](=[O:14])[c:15]2[c:16]([NH:22][C:23]([O:24][CH2:25][CH3:26])=[O:27])[cH:17][cH:18][c:19]([Cl:21])[cH:20]2)[S:7][C:8]([CH3:11])=[C:9]1[CH3:10].[CH2:32]1[O:33][CH2:34][CH2:35][CH2:36]1.[H-:29].[I:30][CH3:31].[Na+:28]>>[CH2:1]([CH2:2][CH2:3][CH3:4])[N:5]1[C:6](=[CH:12][C:13](=[O:14])[c:15]2[c:16]([N:22]([C:23]([O:24][CH2:25][CH3:26])=[O:27])[CH3:31])[cH:17][cH:18][c:19]([Cl:21])[cH:20]2)[S:7][C:8]([CH3:11])=[C:9]1[CH3:10]. Starting materials: C(C)(C)(C)OC(NC1=C(C=C(C=C1)C1=C(C=C(C=C1)F)F)NC(CC(=O)C1=CC(=CC=C1)C#N)=O)=O ({3-[3-(3-cyano-phenyl)-3-oxo-propionylamino]-2′,4′-difluoro-biphenyl-4-yl}-carbamic acid tert.-butyl ester), C(=O)(C(F)(F)F)O (TFA). Run in C(Cl)Cl (CH2Cl2). The product is FC1=C(C=CC(=C1)F)C1=CC2=C(N=C(CC(N2)=O)C=2C=C(C#N)C=CC2)C=C1 (3-[7-(2,4-Difluoro-phenyl)-4-oxo-4,5-dihydro-3H-benzo[b][1,4]diazepin-2-yl]-benzonitrile). As a reaction SMILES: C(OC(=O)[NH:7][C:8]1[CH:13]=[CH:12][C:11]([C:14]2C=C[C:17]([F:20])=[CH:16][C:15]=2F)=[CH:10][C:9]=1[NH:22][C:23](=[O:35])[CH2:24][C:25]([C:27]1[CH:32]=[CH:31][CH:30]=[C:29]([C:33]#[N:34])[CH:28]=1)=O)(C)(C)C.[C:37](O)([C:39]([F:42])(F)F)=O>C(Cl)Cl>[F:42][C:39]1[CH:37]=[C:17]([F:20])[CH:16]=[CH:15][C:14]=1[C:11]1[CH:12]=[CH:13][C:8]2[N:7]=[C:25]([C:27]3[CH:28]=[C:29]([CH:30]=[CH:31][CH:32]=3)[C:33]#[N:34])[CH2:24][C:23](=[O:35])[NH:22][C:9]=2[CH:10]=1. Procedure details: Prepared from {3-[3-(3-cyano-phenyl)-3-oxo-propionylamino]-2′,4′-difluoro-biphenyl-4-yl}-carbamic acid tert.-butyl ester (Example K85) by treatment with TFA in CH2Cl2 according to the general procedure M. Obtained as a light yellow solid (37 mg). Starting materials: NCC(OCC)(OCC)C=1C=NC=CC1 (3-(2-amino-1,1-diethoxyethyl)pyridine), CC(CC(C(=O)O)=O)C (4-methyl-2-oxo-pentanoic acid). Product: C(C)OC(CNC(C(CC(C)C)=O)=O)(C=1C=NC=CC1)OCC (N-(2,2-diethoxy-2-(3-pyridyl)ethyl]-4-methyl2-oxovaleramide). As a reaction SMILES: [NH2:1][CH2:2][C:3]([C:10]1[CH:11]=[N:12][CH:13]=[CH:14][CH:15]=1)([O:7][CH2:8][CH3:9])[O:4][CH2:5][CH3:6].[CH3:16][CH:17]([CH3:24])[CH2:18][C:19](=[O:23])[C:20](O)=[O:21]>>[CH2:8]([O:7][C:3]([O:4][CH2:5][CH3:6])([C:10]1[CH:11]=[N:12][CH:13]=[CH:14][CH:15]=1)[CH2:2][NH:1][C:20](=[O:21])[C:19](=[O:23])[CH2:18][CH:17]([CH3:24])[CH3:16])[CH3:9]. Procedure details: In a manner analogous to Example 1, by condensing 3-(2-amino-1,1-diethoxyethyl)pyridine with 4-methyl-2-oxo-pentanoic acid there is obtained N-(2,2-diethoxy-2-(3-pyridyl)ethyl]-4-methyl2-oxovaleramide as a colorless, amorphous solid. Acidic hydrolysis yields 4-methyl-N-(nicotinoylmethyl)-2-oxovaleramide and subsequent ring closure yields 3-isobutyl-5-(3-pyridyl)-2(1H)-pyrazinone as a crystalline solid, melting point 195°-196° (from ethyl acetate). The conversion into the corresponding chloride, ... Reactants: C(C#CC)OC1=CC=C(C=C1)S(=O)(=O)N(C(C(=O)OC)C(C)C)CC#CCN(CC)CC (Methyl 2-{{[4-(2-butynyloxy)phenyl]sulfonyl}[4-(diethylamino)-2-butynyl]amino}-3-methylbutanoate), Cl.C(C#CC)OC1=CC=C(C=C1)S(=O)(=O)N(C(C(=O)NO)C(C)C)CC#CCN(CC)CC (2-{{[4-(2-butynyloxy)phenyl]sulfonyl}[4-(diethylamino)2-butynyl]amino}-N-hydroxy-3-methylbutanamide hydrochloride). Procedure: Methyl 2-{{[4-(2-butynyloxy)phenyl]sulfonyl}[4-(diethylamino)-2-butynyl]amino}-3-methylbutanoate was converted into 2-{{[4-(2-butynyloxy)phenyl]sulfonyl}[4-(diethylamino)2-butynyl]amino}-N-hydroxy-3-methylbutanamide hydrochloride, isolated as a brown foam, according to the procedures of Examples 11 and 9. Electrospray Mass Spec 464.5 (M+H)+ Yields the product C(C#CC)OC1=CC=C(C=C1)S(=O)(=O)N(C(C(=O)NO)C(C)C)CC#CCN(CC)CC (2-{{[4-(2-Butynyloxy)Phenyl]Sulfonyl}[4-(Diethylamino)-2-Butynyl]Amino}-N-Hydroxy-3-Methylbutanamide). Reaction SMILES: C(OC1C=CC(S(N(CC#CCN(CC)CC)C(C(C)C)C(OC)=O)(=O)=O)=CC=1)C#CC.Cl.[CH2:34]([O:38][C:39]1[CH:44]=[CH:43][C:42]([S:45]([N:48]([CH2:57][C:58]#[C:59][CH2:60][N:61]([CH2:64][CH3:65])[CH2:62][CH3:63])[CH:49]([CH:54]([CH3:56])[CH3:55])[C:50]([NH:52][OH:53])=[O:51])(=[O:47])=[O:46])=[CH:41][CH:40]=1)[C:35]#[C:36][CH3:37]>>[CH2:34]([O:38][C:39]1[CH:44]=[CH:43][C:42]([S:45]([N:48]([CH2:57][C:58]#[C:59][CH2:60][N:61]([CH2:62][CH3:63])[CH2:64][CH3:65])[CH:49]([CH:54]([CH3:56])[CH3:55])[C:50]([NH:52][OH:53])=[O:51])(=[O:46])=[O:47])=[CH:41][CH:40]=1)[C:35]#[C:36][CH3:37] |f:1.2|. Starting materials: CC(=O)NCc1cccc(-c2csc(N)n2)n1, CN=C=S, CCOC(C)=O, CCO. Yields the product CNC(=S)Nc1nc(-c2cccc(CNC(C)=O)n2)cs1. Reaction SMILES: [C:1]([CH3:2])(=[O:3])[NH:4][CH2:5][c:6]1[cH:7][cH:8][cH:9][c:10](-[c:12]2[n:13][c:14]([NH2:17])[s:15][cH:16]2)[n:11]1.[CH3:18][N:19]=[C:20]=[S:21].[CH3:22][CH2:23][O:24][C:25](=[O:26])[CH3:27].[CH3:28][CH2:29][OH:30]>>[C:1]([CH3:2])(=[O:3])[NH:4][CH2:5][c:6]1[cH:7][cH:8][cH:9][c:10](-[c:12]2[n:13][c:14]([NH:17][C:20]([NH:19][CH3:18])=[S:21])[s:15][cH:16]2)[n:11]1.